This data is from the Open Reaction Database (ORD), a public repository of structured organic reaction records. The task is: describe an organic reaction: reactants, conditions, products, and yield Reactants: C1(=CC=CC=C1)S(=O)(=O)Cl (Benzenesulfonyl chloride), FC1=NC=CC=C1C1CCC(CC1)=NO (4-(2-fluoropyridin-3-yl)cyclohexanone oxime). Solvent: N1=CC=CC=C1 (pyridine). Run at temperature 100 celsius, time 45 minute. Product: FC1=NC=CC=C1C1CCC(NCC1)=O (5-(2-fluoropyridin-3-yl)azepan-2-one). RXN SMILES: C1(S(Cl)(=O)=[O:8])C=CC=CC=1.[F:11][C:12]1[C:17]([CH:18]2[CH2:23][CH2:22][C:21](=[N:24]O)[CH2:20][CH2:19]2)=[CH:16][CH:15]=[CH:14][N:13]=1>N1C=CC=CC=1>[F:11][C:12]1[C:17]([CH:18]2[CH2:23][CH2:22][NH:24][C:21](=[O:8])[CH2:20][CH2:19]2)=[CH:16][CH:15]=[CH:14][N:13]=1. Procedure: Benzenesulfonyl chloride (0.05 mL, 0.40 mmol) was added to a solution of 4-(2-fluoropyridin-3-yl)cyclohexanone oxime (0.075 g, 0.36 mmol) in pyridine (1 mL) at 0° C. The ice bath was removed and the mixture was stirred for 45 min before being heated to 100° C. for 30 minutes. After cooling to room temperature the pyridine was removed in vacuo and the residue was dissolved in 1:1 dioxane/water (5 mL) and stirred overnight. Ammonium chloride (50 mg) was added and stirring continued for 30 minutes....